From a dataset of the Open Reaction Database (ORD), a public repository of structured organic reaction records. describe an organic reaction: reactants, conditions, products, and yield The reactants are IC (Iodomethane), CN1C(OC2=C1C=C(C=C2)C=2C=C(C=NC2)NS(=O)(=O)C2CC2)=O (N-(5-(3-methyl-2-oxo-2,3-dihydrobenzo[d]oxazol-5-yl)pyridin-3-yl)cyclopropanesulfonamide), C([O-])([O-])=O.[K+].[K+] (potassium carbonate). Run in CN(C)C=O (DMF), C(C)(=O)OCC (ethyl acetate). Reaction conditions: time 4 hour. The product is CN(S(=O)(=O)C1CC1)C=1C=NC=C(C1)C=1C=CC2=C(N(C(O2)=O)C)C1 (N-methyl-N-(5-(3-methyl-2-oxo-2,3-dihydrobenzo[d]oxazol-5-yl)pyridin-3-yl)cyclopropanesulfonamide). Reaction SMILES: IC.[CH3:3][N:4]1[C:8]2[CH:9]=[C:10]([C:13]3[CH:14]=[C:15]([NH:19][S:20]([CH:23]4[CH2:25][CH2:24]4)(=[O:22])=[O:21])[CH:16]=[N:17][CH:18]=3)[CH:11]=[CH:12][C:7]=2[O:6][C:5]1=[O:26].[C:27](=O)([O-])[O-].[K+].[K+]>CN(C=O)C.C(OCC)(=O)C>[CH3:27][N:19]([C:15]1[CH:16]=[N:17][CH:18]=[C:13]([C:10]2[CH:11]=[CH:12][C:7]3[O:6][C:5](=[O:26])[N:4]([CH3:3])[C:8]=3[CH:9]=2)[CH:14]=1)[S:20]([CH:23]1[CH2:25][CH2:24]1)(=[O:22])=[O:21] |f:2.3.4|. Procedure: Iodomethane (55.4 mg, 0.39 mmol) was added dropwise to a suspension of N-(5-(3-methyl-2-oxo-2,3-dihydrobenzo[d]oxazol-5-yl)pyridin-3-yl)cyclopropanesulfonamide (104 mg, 0.3 mmol), potassium carbonate (207 mg, 1.5 mmol) in DMF (1.5 mL) at room temperature. The resulting mixture was stirred at this temperature for 4 h. The mixture was diluted with ethyl acetate (50 mL) and washed with water (2×50 mL). The aqueous layer was extracted with ethyl acetate (2×50 mL). The combined extracts were washed w... Reactants: C(C)C(C(=O)[O-])CCCC.[Na+] (Sodium 2-ethylhexanoate), C(C1=CC=CC=C1)ON1C(N2[C@@H](C[C@@H]1C2)C(=O)OCC=C)=O (allyl (4R,6S)-3-(benzyloxy)-2-oxo-1,3-diazabicyclo[2.2.1]heptane-6-carboxylate), CC(=O)C (Acetone). Solvent: O1CCCC1 (tetrahydrofuran). Reaction conditions: time 2 hour. Product: C(C1=CC=CC=C1)ON1C(N2[C@@H](C[C@@H]1C2)C(=O)O)=O ((4R,6S)-3-(Benzyloxy)-2-oxo-1,3-diazabicyclo[2.2.1]heptane-6-carboxylic acid). RXN SMILES: C(C(CCCC)C([O-])=O)C.[Na+].[CH2:12]([O:19][N:20]1[C@H:25]2[CH2:26][N:22]([C@H:23]([C:27]([O:29]CC=C)=[O:28])[CH2:24]2)[C:21]1=[O:33])[C:13]1[CH:18]=[CH:17][CH:16]=[CH:15][CH:14]=1.CC(C)=O>O1CCCC1>[CH2:12]([O:19][N:20]1[C@H:25]2[CH2:26][N:22]([C@H:23]([C:27]([OH:29])=[O:28])[CH2:24]2)[C:21]1=[O:33])[C:13]1[CH:14]=[CH:15][CH:16]=[CH:17][CH:18]=1 |f:0.1|. Reported procedure: Sodium 2-ethylhexanoate (0.5 M in ethyl acetate, 2.5 mL, 1.25 mmol) was added to a solution of allyl (4R,6S)-3-(benzyloxy)-2-oxo-1,3-diazabicyclo[2.2.1]heptane-6-carboxylate (459 mg, 1.52 mmol), 1,1′-bis(diphenyl-phosphino)ferrocene-palladium(II)dichloride dichloromethane complex (116 mg, 0.14 mmol) in tetrahydrofuran (7.6 mL). The reaction mixture was stirred at room temperature for 2 hours (precipitate formed). Acetone (37 mL) was added. The resulting mixture was stirred at room temperature fo... Starting materials: OC=1C(C=C(NC1)C(=O)N(NS(=O)(=O)NC(=O)N1C([C@H](C1)NC(=O)OCC1=CC=CC=C1)=O)CC(=O)OC(C)(C)C)=O ((3S)-[1-[(1,4-dihydro-5-hydroxy-4-oxo-2-pyridinyl)carbonyl]-2-[[[[2-oxo-3-[[(phenylmethoxy)carbonyl]amino]-1-azetidinyl]carbonyl]amino]sulfonyl]hydrazino]acetic acid, 1,1-dimethylethyl ester), FC(C(=O)O)(F)F (trifluoroacetic acid), C1(=CC=CC=C1)SC (thioanisole). Reaction conditions: time 8 hour. Yields the product FC(C(=O)O)(F)F.N[C@@H]1C(N(C1)C(=O)NS(=O)(=O)NN(C(=O)C=1NC=C(C(C1)=O)O)CC(=O)O)=O ((S)-3-Amino-1-[[[[2-(carboxymethyl)-2-[(1,4-dihydro-5-hydroxy-4-oxo-2-pyridinyl)carbonyl]hydrazino]sulfonyl]amino]carbonyl]-2-azetidinone, trifluoroacetate salt). RXN SMILES: [OH:1][C:2]1[C:3](=[O:42])[CH:4]=[C:5]([C:8]([N:10]([CH2:34][C:35]([O:37]C(C)(C)C)=[O:36])[NH:11][S:12]([NH:15][C:16]([N:18]2[CH2:21][C@H:20]([NH:22]C(OCC3C=CC=CC=3)=O)[C:19]2=[O:33])=[O:17])(=[O:14])=[O:13])=[O:9])[NH:6][CH:7]=1.[F:43][C:44]([F:49])([F:48])[C:45]([OH:47])=[O:46].C1(SC)C=CC=CC=1>>[F:43][C:44]([F:49])([F:48])[C:45]([OH:47])=[O:46].[NH2:22][C@H:20]1[CH2:21][N:18]([C:16]([NH:15][S:12]([NH:11][N:10]([CH2:34][C:35]([OH:37])=[O:36])[C:8]([C:5]2[NH:6][CH:7]=[C:2]([OH:1])[C:3](=[O:42])[CH:4]=2)=[O:9])(=[O:13])=[O:14])=[O:17])[C:19]1=[O:33] |f:3.4|. Procedure: At 0° C., 2.39 g (3.9 mmol) of (3S)-[1-[(1,4-dihydro-5-hydroxy-4-oxo-2-pyridinyl)carbonyl]-2-[[[[2-oxo-3-[[(phenylmethoxy)carbonyl]amino]-1-azetidinyl]carbonyl]amino]sulfonyl]hydrazino]acetic acid, 1,1-dimethylethyl ester was added to a mixture of 7.0 ml of trifluoroacetic acid and 1.66 ml of thioanisole. After stirring overnight at room temperature, the solution was evaporated in vacuo. The residue was successively washed (stirred) with ethyl acetate, ethyl acetate/petroleum ether (1:1), petrol... The reactants are C(C)OC(C=CC1=C(C=CC(=C1)C)O)=O (3-(2-hydroxy-5-methyl-phenyl)-acrylic acid ethyl ester), 2-ethyl-4(2,2,3-trimethyl cyclopentyl-3-en-1-yl)-but-2-en-1-ol, tetraisopropyl-o-titanate, C(C)C(COC(C=CC1=C(C=CC(=C1)C)O)=O)=CCC1C(C(=CC1)C)(C)C (3-(2-hydroxy-5-methyl-phenyl)-acrylic acid 2-ethyl-4-(2,2,3-trimethyl-cyclopent-3-enyl)-but-2-enyl ester). Product: C(C)C(COC(\C=C\C1=C(C=CC(=C1)C)O)=O)=CCC1C(C(=CC1)C)(C)C ((E)-3-(2-Hydroxy-5-methyl-phenyl)-acrylic acid 2-ethyl-4-(2,2,3-trimethyl-cyclopent-3-enyl)-but-2-enyl ester). RXN SMILES: [CH2:1]([C:3](=[CH:18][CH2:19][CH:20]1[CH2:24][CH:23]=[C:22]([CH3:25])[C:21]1([CH3:27])[CH3:26])[CH2:4][O:5][C:6](=[O:17])[CH:7]=[CH:8][C:9]1[CH:14]=[C:13]([CH3:15])[CH:12]=[CH:11][C:10]=1[OH:16])[CH3:2].C(OC(=O)C=CC1C=C(C)C=CC=1O)C>>[CH2:1]([C:3](=[CH:18][CH2:19][CH:20]1[CH2:24][CH:23]=[C:22]([CH3:25])[C:21]1([CH3:26])[CH3:27])[CH2:4][O:5][C:6](=[O:17])/[CH:7]=[CH:8]/[C:9]1[CH:14]=[C:13]([CH3:15])[CH:12]=[CH:11][C:10]=1[OH:16])[CH3:2]. Procedure details: According to the same procedure, 3-(2-hydroxy-5-methyl-phenyl)-acrylic acid 2-ethyl-4-(2,2,3-trimethyl-cyclopent-3-enyl)-but-2-enyl ester was prepared from 3-(2-hydroxy-5-methyl-phenyl)-acrylic acid ethyl ester, 2-ethyl-4(2,2,3-trimethyl cyclopentyl-3-en-1-yl)-but-2-en-1-ol and tetraisopropyl-o-titanate. Yields the product CC(C)(C)OC(=O)N1CCNCC1Cc1ccc2c(c1)OCO2. RXN SMILES: [Al+3:26].[H-:25].[H-:28].[H-:29].[H-:30].[K+:32].[Li+:27].[O:1]1[CH2:2][O:3][c:4]2[c:5]1[cH:6][cH:7][c:8]([CH2:10][CH:11]1[N:12]([C:18](=[O:19])[O:20][C:21]([CH3:22])([CH3:23])[CH3:24])[CH2:13][CH2:14][NH:15][C:16]1=[O:17])[cH:9]2.[O:33]1[CH2:34][CH2:35][CH2:36][CH2:37]1.[OH-:31]>>[O:1]1[CH2:2][O:3][c:4]2[c:5]1[cH:6][cH:7][c:8]([CH2:10][CH:11]1[N:12]([C:18](=[O:19])[O:20][C:21]([CH3:22])([CH3:23])[CH3:24])[CH2:13][CH2:14][NH:15][CH2:16]1)[cH:9]2. Starting materials: [Al+3], [H-], [H-], [H-], [H-], [K+], [Li+], CC(C)(C)OC(=O)N1CCNC(=O)C1Cc1ccc2c(c1)OCO2, C1CCOC1, [OH-]. The reactants are CCOC(CC)=NC#N, CCO, CC1(C)Oc2ccc(C#N)cc2C(N)C1O. The product is CCC(=NC#N)NC1c2cc(C#N)ccc2OC(C)(C)C1O. As a reaction SMILES: [C:17](#[N:18])[N:19]=[C:20]([CH2:21][CH3:22])[O:23][CH2:24][CH3:25].[CH3:26][CH2:27][OH:28].[NH2:1][CH:2]1[CH:3]([OH:16])[C:4]([CH3:14])([CH3:15])[O:5][c:6]2[c:7]1[cH:8][c:9]([C:12]#[N:13])[cH:10][cH:11]2>>[NH:1]([CH:2]1[CH:3]([OH:16])[C:4]([CH3:14])([CH3:15])[O:5][c:6]2[c:7]1[cH:8][c:9]([C:12]#[N:13])[cH:10][cH:11]2)[C:20](=[N:19][C:17]#[N:18])[CH2:21][CH3:22].